From a dataset of the Open Reaction Database (ORD), a public repository of structured organic reaction records. describe an organic reaction: reactants, conditions, products, and yield The reactants are O1[C@H]2[C@@H]1C(C=C1C=C[C@H]3[C@@H]4CC[C@H]([C@@H](C=C[C@@H](C(C)C)C)C)[C@]4(CC[C@@H]3[C@@]21C)C)=O (1α,2α-epoxy-ergosta-4,6,22-trien-3-one), compound 6, C[C@H](/C=C/[C@H](C)C(C)C)[C@H]1CC[C@@H]\2[C@@]1(CCC/C2=C\C=C/3\C[C@H](C[C@@H](C3=C)O)O)C (1α-hydroxy vitamin D2), compound 5, compound 5. The product is compound 6, C[C@H](/C=C/[C@H](C)C(C)C)[C@H]1CCC2C1(CCC3C2C=CC4=CC(=O)CCC34C)C (isoergosterone). Reaction SMILES: C[C@@H]([C@@H]1[C@@]2(C)CCC/C(=C\C=C3\C[C@@H](O)C[C@H](O)C\3=C)/[C@@H]2CC1)/C=C/[C@@H](C(C)C)C.O1[C@H:33]2[C:34](=[O:60])[CH:35]=[C:36]3[C@:57]([CH3:58])([C@@H:32]12)[C@@H:56]1[C@H:39]([C@H:40]2[C@:53]([CH3:59])([CH2:54][CH2:55]1)[C@@H:43]([C@H:44]([CH3:52])[CH:45]=[CH:46][C@H:47]([CH3:51])[CH:48]([CH3:50])[CH3:49])[CH2:42][CH2:41]2)[CH:38]=[CH:37]3>>[CH3:52][C@@H:44]([C@@H:43]1[C:53]2([CH3:59])[CH2:54][CH2:55][CH:56]3[C:57]4([CH3:58])[C:36](=[CH:35][C:34]([CH2:33][CH2:32]4)=[O:60])[CH:37]=[CH:38][CH:39]3[CH:40]2[CH2:41][CH2:42]1)/[CH:45]=[CH:46]/[C@@H:47]([CH:48]([CH3:49])[CH3:50])[CH3:51]. Procedure: 1α-Hydroxy vitamin D2 exhibiting strong vitamin D activity is disclosed in U.S. Pat. No. 3,907,843. A synthetic route to 1α-hydroxy vitamin D2 disclosed therein is shown in the following reaction scheme I, which includes conversion of isoergosterone (compound 1) prepared from ergosterol to ergosta-1,4,6,22-tetraen-3-one (compound 2) followed by reaction with hydrogen peroxide to give 1α,2α-epoxy-ergosta-4,6,22-trien-3-one (compound 3), reaction of this compound with liquid ammonia and metal lith... Reactants: COC1=CC=C(C=C1)S(=O)(=O)Cl (p-methoxybenzenesulfonyl chloride), C(C#CC#CCO)O (2,4-hexadiyn-1,6-diol), [OH-].[K+] (potassium hydroxide), [OH-].[K+] (potassium hydroxide), [Cl-].[Na+] (sodium chloride). Yields the product COC1=CC=C(C=C1)S(=O)(=O)OCC#CC#CCOS(=O)(=O)C1=CC=C(C=C1)OC (2,4-hexadiyn-1,6-diol bis(p-methoxybenzene sulfonate)). Solvent: O1CCCC1 (tetrahydrofuran), O (water). RXN SMILES: [CH3:1][O:2][C:3]1[CH:8]=[CH:7][C:6]([S:9](Cl)(=[O:11])=[O:10])=[CH:5][CH:4]=1.[CH2:13]([OH:20])[C:14]#[C:15][C:16]#[C:17][CH2:18][OH:19].[OH-:21].[K+].[Cl-].[Na+]>O1CCCC1.O>[CH3:1][O:2][C:3]1[CH:8]=[CH:7][C:6]([S:9]([O:19][CH2:18][C:17]#[C:16][C:15]#[C:14][CH2:13][O:20][S:9]([C:6]2[CH:7]=[CH:8][C:3]([O:2][CH3:1])=[CH:4][CH:5]=2)(=[O:10])=[O:21])(=[O:11])=[O:10])=[CH:5][CH:4]=1 |f:2.3,4.5|. Reported procedure: Fifty grams of p-methoxybenzenesulfonyl chloride was reacted, at 15° to 18° C., with 11 grams of 2,4-hexadiyn-1,6-diol in 100 ml tetrahydrofuran, while a solution of 20 grams potassium hydroxide in 180 ml water was added dropwise over a 10 minute period. The resulting exothermic reaction was cooled at 15° to 18° C. with the aid of an ice-water bath. After the addition of the potassium hydroxide solution, the solution was allowed to stir overnight at room temperature. The mixture was then poured ... Reaction conditions: time 8 hour. Isolated yield 93.0%. The reactants are OC1=CC(=CC2=C1C=C(O2)C)C(=O)OCC (ethyl 4-hydroxy-2-methyl-1-benzofuran-6-carboxylate), FC1=C(C=CC(=C1)F)S(=O)(=O)N(C)C (2,4-difluoro-N,N-dimethylbenzenesulfonamide), C(=O)([O-])[O-].[Cs+].[Cs+] (Cs2CO3). Reagents/catalysts: [Cu]I (CuI). Solvent: CN(C)C=O (DMF). Run at temperature 100 celsius. Yields the product CN(S(=O)(=O)C1=C(C=C(OC2=CC(=CC3=C2C=C(O3)C)C(=O)OCC)C=C1)F)C (Ethyl 4-{4-[(dimethylamino)sulfonyl]-3-fluorophenoxy}-2-methyl-1-benzofuran-6-carboxylate). The yield is 88.9%. RXN SMILES: [OH:1][C:2]1[C:7]2[CH:8]=[C:9]([CH3:11])[O:10][C:6]=2[CH:5]=[C:4]([C:12]([O:14][CH2:15][CH3:16])=[O:13])[CH:3]=1.[F:17][C:18]1[CH:23]=[C:22](F)[CH:21]=[CH:20][C:19]=1[S:25]([N:28]([CH3:30])[CH3:29])(=[O:27])=[O:26].C([O-])([O-])=O.[Cs+].[Cs+]>CN(C=O)C.[Cu]I>[CH3:29][N:28]([CH3:30])[S:25]([C:19]1[CH:20]=[CH:21][C:22]([O:1][C:2]2[C:7]3[CH:8]=[C:9]([CH3:11])[O:10][C:6]=3[CH:5]=[C:4]([C:12]([O:14][CH2:15][CH3:16])=[O:13])[CH:3]=2)=[CH:23][C:18]=1[F:17])(=[O:27])=[O:26] |f:2.3.4|. Reported procedure: A mixture of ethyl 4-hydroxy-2-methyl-1-benzofuran-6-carboxylate (500 mg, 2.27 mmol), 2,4-difluoro-N,N-dimethylbenzenesulfonamide (553 mg, 2.75 mmol), Cs2CO3 (1.1 g, 4.12 mmol) and CuI (100 mg, 1 mmol) in DMF (20 mL) was heated to 100° C. for 4 hours. The solvent was removed under reduced pressure. The residue was poured into water (20 mL) and extracted with EtOAc (50 mL×2). The combined organic layers was washed with brine (20 mL×2), dried over Na2SO4 and concentrated. The product was purified ... Reactants: C(C1=CC=CC=C1)OC1=C(N=C2C(OCCN2C1=O)(C)C)C(=O)NCC(CC1=CC=C(C=C1)F)=O (3-(benzyloxy)-N-(3-(4-fluorophenyl)-2-oxopropyl)-9,9-dimethyl-4-oxo-4,6,7,9-tetrahydropyrimido[2,1-c][1,4]oxazine-2-carboxamide), O=P(Cl)(Cl)Cl (POCl3). Run in C1(=CC=CC=C1)C (toluene). Yields the product FC1=CC=C(CC2=CN=C(O2)C=2N=C3C(OCCN3C(C2O)=O)(C)C)C=C1 (2-(5-(4-Fluorobenzyl)oxazol-2-yl)-3-hydroxy-9,9-dimethyl-6,7-dihydropyrimido[2,1-c][1,4]oxazin-4(9H)-one). As a reaction SMILES: C([O:8][C:9]1[C:18](=[O:19])[N:17]2[C:12]([C:13]([CH3:21])([CH3:20])[O:14][CH2:15][CH2:16]2)=[N:11][C:10]=1[C:22]([NH:24][CH2:25][C:26](=O)[CH2:27][C:28]1[CH:33]=[CH:32][C:31]([F:34])=[CH:30][CH:29]=1)=[O:23])C1C=CC=CC=1.O=P(Cl)(Cl)Cl>C1(C)C=CC=CC=1>[F:34][C:31]1[CH:32]=[CH:33][C:28]([CH2:27][C:26]2[O:23][C:22]([C:10]3[N:11]=[C:12]4[N:17]([C:18](=[O:19])[C:9]=3[OH:8])[CH2:16][CH2:15][O:14][C:13]4([CH3:21])[CH3:20])=[N:24][CH:25]=2)=[CH:29][CH:30]=1. Procedure: A mixture of 3-(benzyloxy)-N-(3-(4-fluorophenyl)-2-oxopropyl)-9,9-dimethyl-4-oxo-4,6,7,9-tetrahydropyrimido[2,1-c][1,4]oxazine-2-carboxamide (0.16 g, 0.3337 mmol) and POCl3 (2 mL) in toluene (15 mL) was heated at reflux for 5 h, then cooled, concentrated and the resulting residue taken up in EtOAc (50 mL), washed with water (2×10 mL), brine (10 mL), dried (Na2SO4), filtered and concentrated to give a yellow residue. Purification by preparative HPLC on C18 column using water/MeOH containing 0.1% ... The reactants are C#CCCCO, CCNCC, CS(C)=O, [Cu]I, CC(=O)[O-], CC(=O)[O-], Brc1ccc(-c2nnc(CSCCOc3ccccc3)o2)cc1, O, [Pd+2], c1ccc(P(c2ccccc2)c2ccccc2)cc1. Reaction SMILES: [CH2:24]([CH2:25][CH2:26][C:27]#[CH:28])[OH:29].[CH2:49]([NH:50][CH2:51][CH3:52])[CH3:53].[CH3:54][S:55]([CH3:56])=[O:57].[Cu:68][I:69].[O-:60][C:61]([CH3:62])=[O:63].[O-:64][C:65]([CH3:66])=[O:67].[O:1]([c:2]1[cH:3][cH:4][cH:5][cH:6][cH:7]1)[CH2:8][CH2:9][S:10][CH2:11][c:12]1[o:13][c:14](-[c:17]2[cH:18][cH:19][c:20]([Br:23])[cH:21][cH:22]2)[n:15][n:16]1.[OH2:58].[Pd+2:59].[c:30]1([P:31]([c:32]2[cH:33][cH:34][cH:35][cH:36][cH:37]2)[c:38]2[cH:39][cH:40][cH:41][cH:42][cH:43]2)[cH:44][cH:45][cH:46][cH:47][cH:48]1>>[O:1]([c:2]1[cH:3][cH:4][cH:5][cH:6][cH:7]1)[CH2:8][CH2:9][S:10][CH2:11][c:12]1[o:13][c:14](-[c:17]2[cH:18][cH:19][c:20]([C:28]#[C:27][CH2:26][CH2:25][CH2:24][OH:29])[cH:21][cH:22]2)[n:15][n:16]1. Product: OCCCC#Cc1ccc(-c2nnc(CSCCOc3ccccc3)o2)cc1. The reactants are FC1=C(C=C(C=C1)[N+](=O)[O-])C=1OC2=C(N1)C=C(C=C2)C2=CC=CC=C2 (2-(2-fluoro-5-nitrophenyl)-5-phenylbenzoxazole). Solvent: C(CCC)O (butanol). The product is [N+](=O)([O-])C=1C=CC(=C(C1)C=1OC2=C(N1)C=C(C=C2)C2=CC=CC=C2)OCCCC (2-(5-Nitro-2-butoxyphenyl)-5-phenylbenzoxazole). RXN SMILES: F[C:2]1[CH:7]=[CH:6][C:5]([N+:8]([O-:10])=[O:9])=[CH:4][C:3]=1[C:11]1[O:12][C:13]2[CH:19]=[CH:18][C:17]([C:20]3[CH:25]=[CH:24][CH:23]=[CH:22][CH:21]=3)=[CH:16][C:14]=2[N:15]=1>C(O)CCC>[N+:8]([C:5]1[CH:6]=[CH:7][C:2]([O:12][CH2:11][CH2:3][CH2:2][CH3:7])=[C:3]([C:11]2[O:12][C:13]3[CH:19]=[CH:18][C:17]([C:20]4[CH:25]=[CH:24][CH:23]=[CH:22][CH:21]=4)=[CH:16][C:14]=3[N:15]=2)[CH:4]=1)([O-:10])=[O:9]. Procedure details: Prepared by the method of Example 44a), from 2-(2-fluoro-5-nitrophenyl)-5-phenylbenzoxazole (200 mg, 0.6 mmol) in butanol (2 ml) the subtitle compound was obtained (195 mg, 87%). 1H NMR (DMSO) δ 8.87(d, 1H), 8.45(dd, 1H), 8.08(d, 1H), 7.85(d, 1H), 7.70(m, 3H), 7.51(t, 3H), 7.40(t, 1H), 4.35(t, 2H), 1.83(q, 2H), 1.57(m, 2H), 1.01(t, 3H). Starting materials: CCO, CCCCCC, O=S(=O)(Cl)C=Cc1ccccc1, CC(C)OC1CCC(=O)N1, C1CCOC1. Product: CC(C)OC1CCC(=O)N1S(=O)(=O)C=Cc1ccccc1. Reaction SMILES: [CH3:23][CH2:24][OH:25].[CH3:31][CH2:32][CH2:33][CH2:34][CH2:35][CH3:36].[CH:11](=[CH:12][c:13]1[cH:14][cH:15][cH:16][cH:17][cH:18]1)[S:19](=[O:20])(=[O:21])[Cl:22].[O:1]=[C:2]1[NH:3][CH:4]([O:7][CH:8]([CH3:9])[CH3:10])[CH2:5][CH2:6]1.[O:26]1[CH2:27][CH2:28][CH2:29][CH2:30]1>>[O:1]=[C:2]1[N:3]([S:19]([CH:11]=[CH:12][c:13]2[cH:14][cH:15][cH:16][cH:17][cH:18]2)(=[O:20])=[O:21])[CH:4]([O:7][CH:8]([CH3:9])[CH3:10])[CH2:5][CH2:6]1. The solvent is C(Cl)Cl (CH2Cl2). Run at time 2 hour. Procedure details: 3.00 g (11.2 mmol) of the above prepared [2-methyl-6-(3-trifluoromethyl-phenyl)-pyridin-3-yl]-methanol was dissolved in 56 ml of CH2Cl2 and treated with 14.6 g (15 eq.) of MnO2. After vigorous stirring for 2 h at ambient temperature, the reaction mixture was filtered over Celite and carefully rinsed with CH2Cl2. Evaporation of the solvent left 2.659 g of the title compound as white crystals of mp. 61-63° C. Reaction SMILES: [CH3:1][C:2]1[C:7]([CH2:8][OH:9])=[CH:6][CH:5]=[C:4]([C:10]2[CH:15]=[CH:14][CH:13]=[C:12]([C:16]([F:19])([F:18])[F:17])[CH:11]=2)[N:3]=1>C(Cl)Cl.O=[Mn]=O>[CH3:1][C:2]1[C:7]([CH:8]=[O:9])=[CH:6][CH:5]=[C:4]([C:10]2[CH:15]=[CH:14][CH:13]=[C:12]([C:16]([F:18])([F:17])[F:19])[CH:11]=2)[N:3]=1. The reagents and catalysts are O=[Mn]=O (MnO2). Product: CC1=NC(=CC=C1C=O)C1=CC(=CC=C1)C(F)(F)F (2-Methyl-6-(3-trifluoromethyl-phenyl)-pyridine-3-carbaldehyde). Reactants: CC1=NC(=CC=C1CO)C1=CC(=CC=C1)C(F)(F)F ([2-methyl-6-(3-trifluoromethyl-phenyl)-pyridin-3-yl]-methanol). The reactants are ClC1=NC=C2NC(C(CN(C2=N1)C1CCCC1)(C)C)=O (10-chloro-2-cyclopentyl-4,4-dimethyl-2,6,9,11-tetrazabicyclo[5.4.0]undeca-7,9,11-trien-5-one), ClC1=NC=C2NC(C(CN(C2=N1)C1CCCC1)(C)C)=O (10-chloro-2-cyclopentyl-4,4-dimethyl-2,6,9,11-tetrazabicyclo[5.4.0]undeca-7,9,11-trien-5-one), NC1=CC(=C(C(=O)NC2CCN(CC2)CC)C=C1F)F (4-amino-N-(1-ethyl-4-piperidyl)-2,5-difluoro-benzamide), NC1=CC(=C(C(=O)NC2CCN(CC2)CC)C=C1F)F (4-amino-N-(1-ethyl-4-piperidyl)-2,5-difluoro-benzamide), C([O-])([O-])=O.[Cs+].[Cs+] (caesium carbonate), CC1(C2=C(C(=CC=C2)P(C3=CC=CC=C3)C4=CC=CC=C4)OC5=C(C=CC=C51)P(C6=CC=CC=C6)C7=CC=CC=C7)C (XANTPHOS). Reagents/catalysts: [Pd+2].C(C1=CC=CC=C1)=CC(=O)C=CC1=CC=CC=C1.C(C1=CC=CC=C1)=CC(=O)C=CC1=CC=CC=C1.C(C1=CC=CC=C1)=CC(=O)C=CC1=CC=CC=C1 (tris(dibenzylideneacetone) palladium (II)). Run in O1CCOCC1 (dioxane). Run at temperature 110 celsius. The product is C1(CCCC1)N1C2=NC(=NC=C2N(C(C(C1)(C)C)=O)C)NC1=CC(=C(C(=O)NC2CCN(CC2)CC)C=C1F)F (4-[(2-cyclopentyl-4,4,6-trimethyl-5-oxo-2,6,9,11-tetrazabicyclo[5.4.0]undeca-7,9,11-trien-10-yl)amino]-N-(1-ethyl-4-piperidyl)-2,5-difluoro-benzamide). Isolated yield 54.6%. RXN SMILES: Cl[C:2]1[N:12]=[C:11]2[C:5]([NH:6][C:7](=[O:20])[C:8]([CH3:19])([CH3:18])[CH2:9][N:10]2[CH:13]2[CH2:17][CH2:16][CH2:15][CH2:14]2)=[CH:4][N:3]=1.[NH2:21][C:22]1[C:38]([F:39])=[CH:37][C:25]([C:26]([NH:28][CH:29]2[CH2:34][CH2:33][N:32]([CH2:35][CH3:36])[CH2:31][CH2:30]2)=[O:27])=[C:24]([F:40])[CH:23]=1.[C:41](=O)([O-])[O-].[Cs+].[Cs+].CC1(C)C2C(=C(P(C3C=CC=CC=3)C3C=CC=CC=3)C=CC=2)OC2C(P(C3C=CC=CC=3)C3C=CC=CC=3)=CC=CC1=2>[Pd+2].C(=CC(C=CC1C=CC=CC=1)=O)C1C=CC=CC=1.C(=CC(C=CC1C=CC=CC=1)=O)C1C=CC=CC=1.C(=CC(C=CC1C=CC=CC=1)=O)C1C=CC=CC=1.O1CCOCC1>[CH:13]1([N:10]2[CH2:9][C:8]([CH3:19])([CH3:18])[C:7](=[O:20])[N:6]([CH3:41])[C:5]3[C:11]2=[N:12][C:2]([NH:21][C:22]2[C:38]([F:39])=[CH:37][C:25]([C:26]([NH:28][CH:29]4[CH2:34][CH2:33][N:32]([CH2:35][CH3:36])[CH2:31][CH2:30]4)=[O:27])=[C:24]([F:40])[CH:23]=2)=[N:3][CH:4]=3)[CH2:17][CH2:16][CH2:15][CH2:14]1 |f:2.3.4,6.7.8.9|. Procedure details: 10-chloro-2-cyclopentyl-4,4-dimethyl-2,6,9,11-tetrazabicyclo[5.4.0]undeca-8,10,12-trien-5-one (Intermediate 127; 100 mg, 0.32 mmol), 4-amino-N-(1-ethyl-4-piperidyl)-2,5-difluoro-benzamide (Intermediate 235; 101 mg, 0.36 mmol) and caesium carbonate (22 mg, 0.65 mmol) added to dioxane (5 mL) and the suspension bubbled with nitrogen for 10 minutes. tris(dibenzylideneacetone) palladium (II) (18 mg, 0.02 mmol) and XANTPHOS (17 mg, 0.03 mmol) were added and the mixture heated at 110° C. overnight. The... Reactants: CC(C)(O)CCO, CCOC(C)=O, ClCCl, O=S(=O)(Cl)c1ccccc1C(F)(F)F. Product: CC(C)(O)CCOS(=O)(=O)c1ccccc1C(F)(F)F. Reaction SMILES: [CH3:1][C:2]([CH2:3][CH2:4][OH:5])([CH3:6])[OH:7].[CH3:22][CH2:23][O:24][C:25](=[O:26])[CH3:27].[Cl:28][CH2:29][Cl:30].[F:8][C:9]([c:10]1[c:11]([S:16](=[O:17])(=[O:18])[Cl:19])[cH:12][cH:13][cH:14][cH:15]1)([F:20])[F:21]>>[CH3:1][C:2]([CH2:3][CH2:4][O:5][S:16]([c:11]1[c:10]([C:9]([F:8])([F:20])[F:21])[cH:15][cH:14][cH:13][cH:12]1)(=[O:17])=[O:18])([CH3:6])[OH:7].